From a dataset of the Open Reaction Database (ORD), a public repository of structured organic reaction records. describe an organic reaction: reactants, conditions, products, and yield The reactants are BrC1=CC(=C(C=C1)C1C2=C(NC(CS1)C(=O)OCC)N(N=C2C2=NC=CC=C2)C)C (rac-(4R,7S)-ethyl 4-(4-bromo-2-methylphenyl)-1-methyl-3-(pyridin-2-yl)-4,6,7,8-tetrahydro-1H-pyrazolo[3,4-e][1,4]thiazepine-7-carboxylate), [OH-].[Na+] (NaOH), N1(C=NC=C1)C(=O)N1C=NC=C1 (di(1H-imidazol-1-yl)methanone). The reagents and catalysts are CN(C)C=1C=CN=CC1 (DMAP). Run in O1CCOCC1 (1,4-dioxane). Run at time 2 hour. The product is BrC1=CC(=C(C=C1)C1C2=C(NC(CS1)C(=O)N)N(N=C2C2=NC=CC=C2)C)C (rac-(4R,7S)-4-(4-bromo-2-methylphenyl)-1-methyl-3-(pyridin-2-yl)-4,6,7,8-tetrahydro-1H-pyrazolo[3,4-e][1,4]thiazepine-7-carboxamide). Yield: 50.0%. As a reaction SMILES: [Br:1][C:2]1[CH:7]=[CH:6][C:5]([CH:8]2[S:14][CH2:13][CH:12]([C:15]([O:17]CC)=O)[NH:11][C:10]3[N:20]([CH3:29])[N:21]=[C:22]([C:23]4[CH:28]=[CH:27][CH:26]=[CH:25][N:24]=4)[C:9]2=3)=[C:4]([CH3:30])[CH:3]=1.[OH-].[Na+].[N:33]1(C(N2C=CN=C2)=O)C=CN=C1>O1CCOCC1.CN(C1C=CN=CC=1)C>[Br:1][C:2]1[CH:7]=[CH:6][C:5]([CH:8]2[S:14][CH2:13][CH:12]([C:15]([NH2:33])=[O:17])[NH:11][C:10]3[N:20]([CH3:29])[N:21]=[C:22]([C:23]4[CH:28]=[CH:27][CH:26]=[CH:25][N:24]=4)[C:9]2=3)=[C:4]([CH3:30])[CH:3]=1 |f:1.2|. Procedure: A mixture of rac-(4R,7S)-ethyl 4-(4-bromo-2-methylphenyl)-1-methyl-3-(pyridin-2-yl)-4,6,7,8-tetrahydro-1H-pyrazolo[3,4-e][1,4]thiazepine-7-carboxylate (0.170 g, 0.174 mmol, Preparation #39) and 2 M NaOH (1 mL, 2.00 mmol) in 1,4-dioxane (2 mL) was stirred at rt for about 2 h. The reaction was partitioned between 1 M HCl (40 mL) and EtOAc (50 mL). The organic layer was washed with brine (50 mL), dried with Na2SO4, filtered and was concentrated in vacuo. The residue was suspended in THF (4 ml) and ... Reactants: Cc1ccc2ccc(N(C)C)cc2n1, O=[Se]=O. Product: CN(C)c1ccc2ccc(C=O)nc2c1. Reaction SMILES: [CH3:1][N:2]([c:3]1[cH:4][cH:5][c:6]2[cH:7][cH:8][c:9]([CH3:13])[n:10][c:11]2[cH:12]1)[CH3:14].[Se:15](=[O:16])=[O:17]>>[CH3:1][N:2]([c:3]1[cH:4][cH:5][c:6]2[cH:7][cH:8][c:9]([CH:13]=[O:16])[n:10][c:11]2[cH:12]1)[CH3:14]. The reactants are BrC1=CC(=C(C=C1)CBr)F (1-bromo-4-bromomethyl-3-fluorobenzene), C([O-])([O-])=O.[K+].[K+] (potassium carbonate), CN(C)C=O (DMF), C(=O)(OC)C1=C(N=C(N1)CCC)CC (5-Carbomethoxy-4-ethyl-2-n-propylimidazole). The solvent is C(C)(=O)OCC (Ethyl acetate). Conditions: time 8 hour. Yields the product BrC1=CC(=C(C=C1)CN1C(=NC(=C1C(=O)OC)CC)CCC)F (1-[(4-Bromo-2-fluorophenyl)methyl]-5-carbomethoxy-4-ethyl-2-n-propylimidazole). RXN SMILES: [C:1]([C:5]1[NH:9][C:8]([CH2:10][CH2:11][CH3:12])=[N:7][C:6]=1[CH2:13][CH3:14])([O:3][CH3:4])=[O:2].[Br:15][C:16]1[CH:21]=[CH:20][C:19]([CH2:22]Br)=[C:18]([F:24])[CH:17]=1.C(=O)([O-])[O-].[K+].[K+].CN(C=O)C>C(OCC)(=O)C>[Br:15][C:16]1[CH:21]=[CH:20][C:19]([CH2:22][N:9]2[C:5]([C:1]([O:3][CH3:4])=[O:2])=[C:6]([CH2:13][CH3:14])[N:7]=[C:8]2[CH2:10][CH2:11][CH3:12])=[C:18]([F:24])[CH:17]=1 |f:2.3.4|. Procedure: 5-Carbomethoxy-4-ethyl-2-n-propylimidazole (U.S. Pat. No. 5,137,902) (10.62 g, 54 mmol, 1 eq), 1-bromo-4-bromomethyl-3-fluorobenzene (19.58 g, 54 mmol, 1 eq), potassium carbonate (7.48 g, 54 mmol, 1 eq), and DMF (200 mL) were mixed and stirred overnight at room temperature. Ethyl acetate was added (500 mL) and the mixture was washed with water (3×300 mL). The ethyl acetate layer was dried (MgSO4), and the solvent removed in vacuo to yield 25.42 g of an oil. Flash chromatography in 75:25 to 65:35... The reactants are mixture, N1=NC=C(C2=CC=CC=C12)CO ((cinnolin-4-yl)-methanol), N1N=CC(C2=CC=CC=C12)CO ((1,4-dihydro-cinnolin-4-yl)-methanol), CN1C(NC(C=2N(C(=NC12)Cl)CC=C(C)C)=O)=O (3-methyl-7-(3-methyl-2-buten-1-yl)-8-chloro-xanthine), C1(=CC=CC=C1)P(C1=CC=CC=C1)C1=CC=CC=C1 (triphenylphosphine), N(=NC(=O)OCC)C(=O)OCC (diethyl azodicarboxylate). The solvent is O1CCCC1 (tetrahydrofuran). Run at time 8 hour. Product: N1N=CCC2=CC=CC=C12 (1,4-dihydro-cinnoline). Reaction SMILES: [N:1]1[C:10]2[C:5](=[CH:6][CH:7]=[CH:8][CH:9]=2)[C:4](CO)=[CH:3][N:2]=1.N1C2C(=CC=CC=2)C(CO)C=N1.CN1C2N=C(Cl)N(CC=C(C)C)C=2C(=O)NC1=O.C1(P(C2C=CC=CC=2)C2C=CC=CC=2)C=CC=CC=1.N(C(OCC)=O)=NC(OCC)=O>O1CCCC1>[NH:1]1[C:10]2[C:5](=[CH:6][CH:7]=[CH:8][CH:9]=2)[CH2:4][CH:3]=[N:2]1. Procedure details: 510 mg of a mixture of (cinnolin-4-yl)-methanol and (1,4-dihydro-cinnolin-4-yl)-methanol (see Ex. XXVII) are added to 830 mg of 3-methyl-7-(3-methyl-2-buten-1-yl)-8-chloro-xanthine and 1.25 g of triphenylphosphine in 25 ml of tetrahydrofuran. The reaction mixture is combined with 0.92 ml diethyl azodicarboxylate and stirred overnight at ambient temperature. Then it is evaporated down and chromatographed through a silica gel column with ethyl acetate/petroleum ether (7:3 to 0:1) as eluant. A mixt... The product is ClC1=C(OCCCCCCN2C=C(C(C3=CC=C(N=C23)C)=O)C(=O)[O-])C=CC(=C1)OC.[Na+] (Sodium 1-[6-(2-chloro-4-methoxyphenoxy) hexyl]1,4-dihydro-4-oxo-7-methyl-1,8-naphthyridine-3-carboxylate), carboxylic acid. As a reaction SMILES: [Cl:1][C:2]1[CH:21]=[C:20]([O:22][CH3:23])[CH:19]=[CH:18][C:3]=1[O:4][CH2:5][CH2:6][CH2:7][CH2:8][CH2:9][CH2:10]SC1SCC(=O)N=1.[OH:24][C:25]1[C:34]2[C:29](=[N:30][C:31]([CH3:35])=[CH:32][CH:33]=2)[N:28]=[CH:27][C:26]=1[C:36]([OH:38])=[O:37].[OH-].[Na+:40]>CN(C=O)C>[Cl:1][C:2]1[CH:21]=[C:20]([O:22][CH3:23])[CH:19]=[CH:18][C:3]=1[O:4][CH2:5][CH2:6][CH2:7][CH2:8][CH2:9][CH2:10][N:28]1[C:29]2[C:34](=[CH:33][CH:32]=[C:31]([CH3:35])[N:30]=2)[C:25](=[O:24])[C:26]([C:36]([O-:38])=[O:37])=[CH:27]1.[Na+:40] |f:2.3,5.6|. The solvent is CN(C)C=O (DMF). Conditions: time 8 hour. Reactants: [OH-].[Na+] (sodium hydroxide), ClC1=C(OCCCCCCSC=2SCC(N2)=O)C=CC(=C1)OC (2-{[6-(2-chloro-4-methoxyphenoxy)hexyl]thio}-4,5-dihydrothiazol-4-one), OC1=C(C=NC2=NC(=CC=C12)C)C(=O)O (4-hydroxy-7-methyl-1,8-naphthyridine-3-carboxylic acid). Reported procedure: Stir overnight at room temperature 1 gm. of the iodide prepared in Examples 2 and 3, 10 ml. DMF, 834 mg. 4-hydroxy-7-methyl-1,8-naphthyridine-3-carboxylic acid and 326 mg. sodium hydroxide in a reaction flask. Wash with water in methylene chloride. Elute on a coarse silica column with methylene chloride then 3% methanol/methylene chloride to isolate the title compound as the carboxylic acid. Starting materials: CCOC(C)=O, CCC(O)c1c(N)cccc1Cl. As a reaction SMILES: [CH3:13][CH2:14][O:15][C:16](=[O:17])[CH3:18].[NH2:1][c:2]1[c:3]([CH:9]([CH2:10][CH3:11])[OH:12])[c:4]([Cl:8])[cH:5][cH:6][cH:7]1>>[NH:1]1[c:2]2[c:3]([c:4]([Cl:8])[cH:5][cH:6][cH:7]2)[CH:9]([CH2:10][CH3:11])[O:12][C:14]1=[O:15]. Yields the product CCC1OC(=O)Nc2cccc(Cl)c21. Reactants: CC(=O)[O-], CC(=O)[O-], C=CCOC(=O)C1(CC#CCC)CCCC1=O, CC#N, [Pd+2]. The product is CCC#CCC1=CCCC1=O. Reaction SMILES: [C:18]([O-:19])(=[O:20])[CH3:21].[C:23]([O-:24])(=[O:25])[CH3:26].[CH2:1]([C:2]#[C:3][CH2:4][CH3:5])[C:6]1([C:12]([O:13][CH2:14][CH:15]=[CH2:16])=[O:17])[C:7](=[O:11])[CH2:8][CH2:9][CH2:10]1.[CH3:27][C:28]#[N:29].[Pd+2:22]>>[CH2:1]([C:2]#[C:3][CH2:4][CH3:5])[C:6]1=[CH:10][CH2:9][CH2:8][C:7]1=[O:11]. Reactants: O1CCN(CC1)S(=O)(=O)C=1C=C(C(=O)OC)C=CC1 (Methyl 3-(morpholinosulfonyl)benzoate), NN (hydrazine). Run in CO (methanol). Conditions: temperature 65 celsius. Yields the product O1CCN(CC1)S(=O)(=O)C=1C=C(C(=O)NN)C=CC1 (3-(morpholinosulfonyl)benzohydrazide), solid. RXN SMILES: [O:1]1[CH2:6][CH2:5][N:4]([S:7]([C:10]2[CH:11]=[C:12]([CH:17]=[CH:18][CH:19]=2)[C:13](OC)=[O:14])(=[O:9])=[O:8])[CH2:3][CH2:2]1.[NH2:20][NH2:21]>CO>[O:1]1[CH2:6][CH2:5][N:4]([S:7]([C:10]2[CH:11]=[C:12]([CH:17]=[CH:18][CH:19]=2)[C:13]([NH:20][NH2:21])=[O:14])(=[O:9])=[O:8])[CH2:3][CH2:2]1. Reported procedure: Methyl 3-(morpholinosulfonyl)benzoate (120 mg, 0.421 mmol) was added to hydrazine (17.52 mg, 0.547 mmol) in methanol and refluxed for 12 h at 65° C. The reaction was monitored by TLC. Upon completion of the reaction and cooling the reaction mixture, the solvent was removed by vacuum and then compound was purified by column chromatography to yield the title compound as an off white solid (90 mg). 1H NMR (400 MHz, CDCl3): δ 8.16 (m, 1H), 8.12 (m, 1H), 8.04 (m, 1H), 7.85 (m, 1H), 7.63 (t, 1H, J=8.0... Reactants: CCCCCCCCCCS, Cl, [Na+], [Na+], [Na+], O, O=[Sb]([O-])([O-])[O-], [Sb]. Yields the product CCCCCCCCCCS, [Sb+5]. Reaction SMILES: [CH2:10]([CH2:11][CH2:12][CH2:13][CH2:14][CH2:15][CH2:16][CH2:17][CH2:18][CH3:19])[SH:20].[ClH:21].[Na+:6].[Na+:7].[Na+:8].[OH2:22].[Sb:1](=[O:2])([O-:3])([O-:4])[O-:5].[Sb:9]>>[CH2:10]([CH2:11][CH2:12][CH2:13][CH2:14][CH2:15][CH2:16][CH2:17][CH2:18][CH3:19])[SH:20].[Sb+5:1]. Reactants: ClC=1C(=CC2=C(C(CO2)=O)C1)O (5-chloro-6-hydroxybenzofuran-3(2H)-one), C(C)(C)(C)OC(=O)N1CCNCC1 (1-tert-butoxycarbonylpiperazine), C=O (formaldehyde). Solvent: C(C)O (ethanol). Reaction conditions: time 8 hour. Product: ClC=1C(=C(C2=C(C(CO2)=O)C1)CN1CCN(CC1)C(=O)OC(C)(C)C)O (tert-butyl 4-[(5-chloro-6-hydroxy-3-oxo-2,3-dihydrobenzofuran-7-yl)methyl]piperazine-1-carboxylate). The yield is 56.4%. Reaction SMILES: [Cl:1][C:2]1[C:3]([OH:12])=[CH:4][C:5]2[O:9][CH2:8][C:7](=[O:10])[C:6]=2[CH:11]=1.[C:13]([O:17][C:18]([N:20]1[CH2:25][CH2:24][NH:23][CH2:22][CH2:21]1)=[O:19])([CH3:16])([CH3:15])[CH3:14].[CH2:26]=O>C(O)C>[Cl:1][C:2]1[C:3]([OH:12])=[C:4]([CH2:26][N:23]2[CH2:24][CH2:25][N:20]([C:18]([O:17][C:13]([CH3:16])([CH3:14])[CH3:15])=[O:19])[CH2:21][CH2:22]2)[C:5]2[O:9][CH2:8][C:7](=[O:10])[C:6]=2[CH:11]=1. Reported procedure: A solution of 5-chloro-6-hydroxybenzofuran-3(2H)-one (0.185 g, 1.00 mmol) in ethanol (20 mL) was added with 1-tert-butoxycarbonylpiperazine (0.186 g, 1.00 mmol), and 37% aqueous formaldehyde (0.0812 g, 1.00 mmol) at room temperature. The mixture was stirred overnight at room temperature, and then the precipitates formed were collected by filtration, and then washed with ethyl acetate to obtain tert-butyl 4-[(5-chloro-6-hydroxy-3-oxo-2,3-dihydrobenzofuran-7-yl)methyl]piperazine-1-carboxylate (0.2...